From a dataset of the Open Reaction Database (ORD), a public repository of structured organic reaction records. describe an organic reaction: reactants, conditions, products, and yield The reactants are C(O)([O-])=O.[Na+] (sodium hydrogencarbonate), FC(C(=O)O)(F)F (trifluoroacetic acid), CCCCCC (n-hexane), C1(=CC=CC=C1)C(OC(=O)C(=C)C1=C(C(=C(C(=O)OC)C(=C1F)F)F)F)C1=CC=CC=C1 (methyl 4-(1-diphenylmethoxycarbonylvinyl)-2,3,5,6-tetrafluorobenzoate). Run in C1(=CC=CC=C1)OC (anisole). Run at time 1 hour. Yields the product C(=O)(O)C(=C)C1=C(C(=C(C(=O)OC)C(=C1F)F)F)F (methyl 4-(1-carboxyvinyl)-2,3,5,6-tetrafluorobenzoate). Yield: 94.9%. Reaction SMILES: C1(C(C2C=CC=CC=2)[O:8][C:9]([C:11]([C:13]2[C:22]([F:23])=[C:21]([F:24])[C:16]([C:17]([O:19][CH3:20])=[O:18])=[C:15]([F:25])[C:14]=2[F:26])=[CH2:12])=[O:10])C=CC=CC=1.FC(F)(F)C(O)=O.CCCCCC.C(=O)([O-])O.[Na+]>C1(OC)C=CC=CC=1>[C:9]([C:11]([C:13]1[C:14]([F:26])=[C:15]([F:25])[C:16]([C:17]([O:19][CH3:20])=[O:18])=[C:21]([F:24])[C:22]=1[F:23])=[CH2:12])([OH:10])=[O:8] |f:3.4|. Reported procedure: In 15 ml of anisole was dissolved 3.2 g of methyl 4-(1-diphenylmethoxycarbonylvinyl)-2,3,5,6-tetrafluorobenzoate. To the resulting solution was added 15 ml of trifluoroacetic acid. The resulting mixture was stirred at room temperature for 1 hour. The reaction mixture was concentrated under reduced pressure. The residue obtained was mixed with 20 ml of n-hexane. The resulting mixture was adjusted to pH 7.5 with a saturated aqueous sodium hydrogencarbonate solution. The aqueous layer was separated... The reactants are FC1=C(C=CC(=C1)SC)O (2-fluoro-4-methylsulfanyl phenol), N(=NC(=O)OCC)C(=O)OCC (diethyl azodicarboxylate), OC1CCN(CC1)C(=O)OC(C)(C)C (t-butyl 4-hydroxy-1-piperidinecarboxylate), C1(=CC=CC=C1)P(C1=CC=CC=C1)C1=CC=CC=C1 (triphenylphosphine). Run in O1CCCC1 (tetrahydrofuran), O (Water). Product: FC1=C(OC2CCN(CC2)C(=O)OC(C)(C)C)C=CC(=C1)SC (t-butyl 4-(2-fluoro-4-methylsulfanylphenoxy)piperidine-1-carboxylate). The yield is 64.9%. Reaction SMILES: [F:1][C:2]1[CH:7]=[C:6]([S:8][CH3:9])[CH:5]=[CH:4][C:3]=1[OH:10].O[CH:12]1[CH2:17][CH2:16][N:15]([C:18]([O:20][C:21]([CH3:24])([CH3:23])[CH3:22])=[O:19])[CH2:14][CH2:13]1.C1(P(C2C=CC=CC=2)C2C=CC=CC=2)C=CC=CC=1.N(C(OCC)=O)=NC(OCC)=O>O1CCCC1.O>[F:1][C:2]1[CH:7]=[C:6]([S:8][CH3:9])[CH:5]=[CH:4][C:3]=1[O:10][CH:12]1[CH2:17][CH2:16][N:15]([C:18]([O:20][C:21]([CH3:24])([CH3:23])[CH3:22])=[O:19])[CH2:14][CH2:13]1. Reported procedure: A solution of 1.01 g 2-fluoro-4-methylsulfanyl phenol (compound in Production Example D088), 1.28 g t-butyl 4-hydroxy-1-piperidinecarboxylate, 2.5 g triphenylphosphine and 4.2 g diethyl azodicarboxylate (40% toluene solution) in anhydrous tetrahydrofuran (30 mL) was heated for 8 hours under reflux in a stream of nitrogen. Water was added thereto, the reaction mixture was extracted with ethyl acetate, and the extract was dried over sodium sulfate and purified by silica gel chromatography (hexane/... Starting materials: CC(C)(C)OC(=O)NCCNCCCc1c[nH]c2ccc(-n3cnnc3)cc12, [BH3-]C#N, CC(=O)O, CO, O=Cc1ccccc1, [Na+]. The product is CC(C)(C)OC(=O)NCCN(CCCc1c[nH]c2ccc(-n3cnnc3)cc12)Cc1ccccc1. RXN SMILES: [C:1]([CH3:2])([CH3:3])([CH3:4])[O:5][C:6]([NH:7][CH2:8][CH2:9][NH:10][CH2:11][CH2:12][CH2:13][c:14]1[cH:15][nH:16][c:17]2[cH:18][cH:19][c:20](-[n:23]3[cH:24][n:25][n:26][cH:27]3)[cH:21][c:22]12)=[O:28].[C:41]([BH3-:42])#[N:43].[CH3:37][C:38](=[O:39])[OH:40].[CH3:45][OH:46].[CH:29](=[O:30])[c:31]1[cH:32][cH:33][cH:34][cH:35][cH:36]1.[Na+:44]>>[C:1]([CH3:2])([CH3:3])([CH3:4])[O:5][C:6]([NH:7][CH2:8][CH2:9][N:10]([CH2:11][CH2:12][CH2:13][c:14]1[cH:15][nH:16][c:17]2[cH:18][cH:19][c:20](-[n:23]3[cH:24][n:25][n:26][cH:27]3)[cH:21][c:22]12)[CH2:29][c:31]1[cH:32][cH:33][cH:34][cH:35][cH:36]1)=[O:28]. Starting materials: FC=1C=CC(=NC1)COC1=CC=[N+](C=C1)[O-] (4-((5-Fluoropyridin-2-yl)methoxy)pyridine 1-oxide), C(C)(=O)OC(C)=O (acetic anhydride). Conditions: temperature 80 celsius. The product is FC=1C=CC(=NC1)COC1=CC(NC=C1)=O (4-((5-Fluoropyridin-2-yl)methoxy)pyridin-2(1H)-one). Isolated yield 73.0%. As a reaction SMILES: [F:1][C:2]1[CH:3]=[CH:4][C:5]([CH2:8][O:9][C:10]2[CH:15]=[CH:14][N+:13]([O-])=[CH:12][CH:11]=2)=[N:6][CH:7]=1.C(OC(=O)C)(=[O:19])C>>[F:1][C:2]1[CH:3]=[CH:4][C:5]([CH2:8][O:9][C:10]2[CH:15]=[CH:14][NH:13][C:12](=[O:19])[CH:11]=2)=[N:6][CH:7]=1. Reported procedure: 4-((5-Fluoropyridin-2-yl)methoxy)pyridine 1-oxide (1.76 g, 7.99 mmol) was heated to 140° C. in acetic anhydride (80 mL) for 5 h. The mixture was concentrated and then heated at 80° C. for 1 h in a mixture of MeOH (20 mL) and aqueous 1 N NaOH (15 mL). The resulting black solution was concentrated to a volume of 15 mL, and the solid was filtered off, rinsed with CH2Cl2 and dried under vacuum to provide the title compound (1.29 g, 73%) as a yellow solid: 1H NMR (500 MHz, DMSO-d6) δ 11.12 (s, 1H), 8...